From a dataset of the Open Reaction Database (ORD), a public repository of structured organic reaction records. describe an organic reaction: reactants, conditions, products, and yield The reactants are BrC1=C(C=O)C(=CC(=C1)F)N1C(C2=CC=3CC(CC3N2CC1)(C)C)=O (2-Bromo-6-{4,4-dimethyl-9-oxo-1,10-diazatricyclo[6.4.0.02,6]dodeca-2(6),7-dien-10-yl}-4-fluorobenzaldehyde), C(C)(C)(C)O (tert-butyl alcohol), [O-]Cl=O.[Na+] (NaClO2), NaH2PO4 dihydrate, CC(C)=CC (2-methyl-2-butene). Solvent: ClCCl (dichloromethane), O (water). Run at temperature 0 celsius, time 1 hour. Yields the product BrC1=C(C(=O)O)C(=CC(=C1)F)N1C(C2=CC=3CC(CC3N2CC1)(C)C)=O (2-Bromo-6-{4,4-dimethyl-9-oxo-1,10-diazatricyclo[6.4.0.02,6]dodeca-2(6),7-dien-10-yl}-4-fluorobenzoic Acid). Isolated yield 84.0%. As a reaction SMILES: [Br:1][C:2]1[CH:9]=[C:8]([F:10])[CH:7]=[C:6]([N:11]2[CH2:22][CH2:21][N:20]3[C:13](=[CH:14][C:15]4[CH2:16][C:17]([CH3:24])([CH3:23])[CH2:18][C:19]=43)[C:12]2=[O:25])[C:3]=1[CH:4]=[O:5].C([OH:30])(C)(C)C.CC(=CC)C.[O-]Cl=O.[Na+]>O.ClCCl>[Br:1][C:2]1[CH:9]=[C:8]([F:10])[CH:7]=[C:6]([N:11]2[CH2:22][CH2:21][N:20]3[C:13](=[CH:14][C:15]4[CH2:16][C:17]([CH3:23])([CH3:24])[CH2:18][C:19]=43)[C:12]2=[O:25])[C:3]=1[C:4]([OH:30])=[O:5] |f:3.4|. Reported procedure: To a mixture of 2-bromo-6-{4,4-dimethyl-9-oxo-1,10-diazatricyclo[6.4.0.02,6]dodeca-2(6),7-dien-10-yl}-4-fluorobenzaldehyde 128a (810 mg, 2.0 mmol), tert-butyl alcohol (50 mL), and dichloromethane (3 mL) was added 2-methyl-2-butene (22 mL, 262 mmol). An aqueous solution (20 mL) of NaClO2 (1.8 g, 20.0 mmol) and NaH2PO4 dihydrate (2.2 g, 14.0 mmol) was added dropwise at 0° C. The mixture was stirred at 0° C. for 1 h. It was then treated with water (30 mL) and extracted with ethyl acetate (4×90 mL).... The reactants are BrCC1=C(C=CC=C1)C1=CC=CC=C1 (2-Bromomethylbiphenyl), Cl (hydrochloric acid), [H-].[Na+] (Sodium hydride), OC1C(=O)OCC1 (α-hydroxy-γ-butyrolactone). Run in CN(C)C=O (DMF). Reaction conditions: time 2 hour. Product: C1(=C(C=CC=C1)COC1C(OCC1)=O)C1=CC=CC=C1 (3-(biphenyl-2-ylmethoxy)dihydrofuran-2-one), oil. Yield: 50.0%. Reaction SMILES: [H-].[Na+].[OH:3][CH:4]1[CH2:9][CH2:8][O:7][C:5]1=[O:6].Br[CH2:11][C:12]1[CH:17]=[CH:16][CH:15]=[CH:14][C:13]=1[C:18]1[CH:23]=[CH:22][CH:21]=[CH:20][CH:19]=1.Cl>CN(C=O)C>[C:13]1([C:18]2[CH:19]=[CH:20][CH:21]=[CH:22][CH:23]=2)[CH:14]=[CH:15][CH:16]=[CH:17][C:12]=1[CH2:11][O:3][CH:4]1[CH2:9][CH2:8][O:7][C:5]1=[O:6] |f:0.1|. Reported procedure: Sodium hydride (0.43 g, 10.8 mmol) is added portionwise to a solution of α-hydroxy-γ-butyrolactone (1 g, 9.8 mmol) in DMF (15 ml) at 0° C. under a nitrogen atmosphere. 2-Bromomethylbiphenyl (2.42 g, 9.8 mmol) is then rapidly added. The reaction medium is stirred for 2 hours at room temperature and is then treated by adding 1N hydrochloric acid solution (10 ml). The aqueous phase is extracted with ethyl acetate (2×20 ml) and the combined organic phases are washed with water (4×15 ml), dried over ... Starting materials: stainless steel, O=O (O2), C(C1=CC=CC=C1)N1CC(=C(C1)C1=CC(=C(C=C1)Cl)Cl)C(=O)O (1-benzyl-4-(3,4-dichloro-phenyl)-2,5-dihydro-1H-pyrrole-3-carboxylic acid), Ru(OAc)2, [H][H] (hydrogen). Solvent: CO (methanol). Yields the product C(C1=CC=CC=C1)N1C[C@H]([C@H](C1)C1=CC(=C(C=C1)Cl)Cl)C(=O)O ((3S,4S)-1-Benzyl-4-(3,4-dichloro-phenyl)-pyrrolidine-3-carboxylic acid). As a reaction SMILES: O=O.[CH2:3]([N:10]1[CH2:14][C:13]([C:15]2[CH:20]=[CH:19][C:18]([Cl:21])=[C:17]([Cl:22])[CH:16]=2)=[C:12]([C:23]([OH:25])=[O:24])[CH2:11]1)[C:4]1[CH:9]=[CH:8][CH:7]=[CH:6][CH:5]=1.[H][H]>CO>[CH2:3]([N:10]1[CH2:14][C@H:13]([C:15]2[CH:20]=[CH:19][C:18]([Cl:21])=[C:17]([Cl:22])[CH:16]=2)[C@H:12]([C:23]([OH:25])=[O:24])[CH2:11]1)[C:4]1[CH:9]=[CH:8][CH:7]=[CH:6][CH:5]=1. Procedure: A 185-ml stainless steel autoclave was charged under argon in a glove box (O2 content≦2 ppm) with 1-benzyl-4-(3,4-dichloro-phenyl)-2,5-dihydro-1H-pyrrole-3-carboxylic acid (1.00 g, 2.87 mmol), [Ru(OAc)2((R)-TMBTP)] (1.16 mg, 1.44×10−6 mol, S/C 2′,000) and methanol (30 ml). The asymmetric hydrogenation was run for 20 h at 30° C. under 40 bar of hydrogen (18.5% conversion). After the pressure was released, the off-white suspension was evaporated to dryness to yield 0.98 g (12%) of crude (S,S)-Ib w... The reactants are [OH-].[Na+] (sodium hydroxide), P(=O)(Cl)(Cl)Cl (phosphorus oxychloride), C(C=CC)N1C(=C(C2=C1C(NN=C2)=O)C)C (1-(2-butenyl)-2,3-dimethyl-6,7-dihydropyrrolo[2,3-d]pyridazin-7-one), aqueous solution. The solvent is O (water). Conditions: temperature 97 celsius, time 2.5 hour. Yields the product C(C=CC)N1C(=C(C=2C1=C(N=NC2)Cl)C)C (1-(2-butenyl)-7-chloro-2,3-dimethylpyrrolo[2,3-d]pyridazine). Isolated yield 93.3%. RXN SMILES: P(Cl)(Cl)([Cl:3])=O.[CH2:6]([N:10]1[C:14]2[C:15](=O)[NH:16][N:17]=[CH:18][C:13]=2[C:12]([CH3:20])=[C:11]1[CH3:21])[CH:7]=[CH:8][CH3:9].[OH-].[Na+]>O>[CH2:6]([N:10]1[C:14]2=[C:15]([Cl:3])[N:16]=[N:17][CH:18]=[C:13]2[C:12]([CH3:20])=[C:11]1[CH3:21])[CH:7]=[CH:8][CH3:9] |f:2.3|. Procedure: 39 ml (0.43 mole) of phosphorus oxychloride were added to 3.53 g (0.0163 mole) of 1-(2-butenyl)-2,3-dimethyl-6,7-dihydropyrrolo[2,3-d]pyridazin-7-one (cis/trans=24/76) and the mixture was stirred at 97° C. for 2.5 hours. The reaction mixture was allowed to cool to room temperature and added dropwise to water with ice-cooling. The mixture was neutralized with a 40% aqueous solution of sodium hydroxide and extracted with dichloromethane. The extract was washed with water and dried over anhydrous s... Reactants: CCCCCc1ccc(-c2ccc(Br)cc2)cc1, C1CCNCC1, CCOC(C)=O, C#C[Si](C)(C)C, Cl, [I-], O, c1ccc(P(c2ccccc2)c2ccccc2)cc1, c1ccc(P(c2ccccc2)(c2ccccc2)[Pd](P(c2ccccc2)(c2ccccc2)c2ccccc2)(P(c2ccccc2)(c2ccccc2)c2ccccc2)P(c2ccccc2)(c2ccccc2)c2ccccc2)cc1. Yields the product CCCCCc1ccc(-c2ccc(C#C[Si](C)(C)C)cc2)cc1. RXN SMILES: [Br:1][c:2]1[cH:3][cH:4][c:5](-[c:8]2[cH:9][cH:10][c:11]([CH2:14][CH2:15][CH2:16][CH2:17][CH3:18])[cH:12][cH:13]2)[cH:6][cH:7]1.[CH2:46]1[CH2:47][CH2:48][NH:49][CH2:50][CH2:51]1.[CH3:129][CH2:130][O:131][C:132](=[O:133])[CH3:134].[CH3:19][Si:20]([CH3:21])([CH3:22])[C:23]#[CH:24].[ClH:45].[I-:44].[OH2:135].[c:25]1([P:26]([c:27]2[cH:28][cH:29][cH:30][cH:31][cH:32]2)[c:33]2[cH:34][cH:35][cH:36][cH:37][cH:38]2)[cH:39][cH:40][cH:41][cH:42][cH:43]1.[cH:52]1[cH:53][cH:54][c:55]([P:56]([Pd:57]([P:58]([c:59]2[cH:60][cH:61][cH:62][cH:63][cH:64]2)([c:65]2[cH:66][cH:67][cH:68][cH:69][cH:70]2)[c:71]2[cH:72][cH:73][cH:74][cH:75][cH:76]2)([P:77]([c:78]2[cH:79][cH:80][cH:81][cH:82][cH:83]2)([c:84]2[cH:85][cH:86][cH:87][cH:88][cH:89]2)[c:90]2[cH:91][cH:92][cH:93][cH:94][cH:95]2)[P:96]([c:97]2[cH:98][cH:99][cH:100][cH:101][cH:102]2)([c:103]2[cH:104][cH:105][cH:106][cH:107][cH:108]2)[c:109]2[cH:110][cH:111][cH:112][cH:113][cH:114]2)([c:115]2[cH:116][cH:117][cH:118][cH:119][cH:120]2)[c:121]2[cH:122][cH:123][cH:124][cH:125][cH:126]2)[cH:127][cH:128]1>>[c:2]1([C:24]#[C:23][Si:20]([CH3:19])([CH3:21])[CH3:22])[cH:3][cH:4][c:5](-[c:8]2[cH:9][cH:10][c:11]([CH2:14][CH2:15][CH2:16][CH2:17][CH3:18])[cH:12][cH:13]2)[cH:6][cH:7]1.